This data is from the Open Reaction Database (ORD), a public repository of structured organic reaction records. The task is: describe an organic reaction: reactants, conditions, products, and yield Reactants: CC1(C)OCC(CO)O1, Cc1ccc(S(=O)(=O)Cl)cc1, c1ccncc1. Yields the product Cc1ccc(S(=O)(=O)OCC2COC(C)(C)O2)cc1. Reaction SMILES: [CH3:12][C:13]1([CH3:20])[O:14][CH2:15][CH:16]([CH2:18][OH:19])[O:17]1.[S:1](=[O:2])(=[O:3])([c:4]1[cH:5][cH:6][c:7]([CH3:8])[cH:9][cH:10]1)[Cl:11].[cH:21]1[cH:22][cH:23][n:24][cH:25][cH:26]1>>[S:1](=[O:2])(=[O:3])([c:4]1[cH:5][cH:6][c:7]([CH3:8])[cH:9][cH:10]1)[O:19][CH2:18][CH:16]1[CH2:15][O:14][C:13]([CH3:12])([CH3:20])[O:17]1.